describe an organic reaction: reactants, conditions, products, and yield From a dataset of the Open Reaction Database (ORD), a public repository of structured organic reaction records. Starting materials: Cc1ccccc1, COc1ccc(Cn2nc(I)c3c(Oc4ccc(N)cc4F)ccnc32)cc1, CCCC[Sn](CCCC)(CCCC)c1cncn1C, [Pd], c1ccc(P(c2ccccc2)c2ccccc2)cc1, c1ccc(P(c2ccccc2)c2ccccc2)cc1, c1ccc(P(c2ccccc2)c2ccccc2)cc1, c1ccc(P(c2ccccc2)c2ccccc2)cc1. The product is COc1ccc(Cn2nc(-c3cncn3C)c3c(Oc4ccc(N)cc4F)ccnc32)cc1. Reaction SMILES: [CH3:125][c:126]1[cH:127][cH:128][cH:129][cH:130][cH:131]1.[CH3:1][O:2][c:3]1[cH:4][cH:5][c:6]([CH2:7][n:8]2[n:9][c:10]([I:26])[c:11]3[c:12]2[n:13][cH:14][cH:15][c:16]3[O:17][c:18]2[c:19]([F:25])[cH:20][c:21]([NH2:24])[cH:22][cH:23]2)[cH:27][cH:28]1.[CH3:29][n:30]1[cH:31][n:32][cH:33][c:34]1[Sn:35]([CH2:36][CH2:37][CH2:38][CH3:39])([CH2:40][CH2:41][CH2:42][CH3:43])[CH2:44][CH2:45][CH2:46][CH3:47].[Pd:48].[c:106]1([P:107]([c:108]2[cH:109][cH:110][cH:111][cH:112][cH:113]2)[c:114]2[cH:115][cH:116][cH:117][cH:118][cH:119]2)[cH:120][cH:121][cH:122][cH:123][cH:124]1.[c:49]1([P:50]([c:51]2[cH:52][cH:53][cH:54][cH:55][cH:56]2)[c:57]2[cH:58][cH:59][cH:60][cH:61][cH:62]2)[cH:63][cH:64][cH:65][cH:66][cH:67]1.[c:68]1([P:69]([c:70]2[cH:71][cH:72][cH:73][cH:74][cH:75]2)[c:76]2[cH:77][cH:78][cH:79][cH:80][cH:81]2)[cH:82][cH:83][cH:84][cH:85][cH:86]1.[c:87]1([P:88]([c:89]2[cH:90][cH:91][cH:92][cH:93][cH:94]2)[c:95]2[cH:96][cH:97][cH:98][cH:99][cH:100]2)[cH:101][cH:102][cH:103][cH:104][cH:105]1>>[CH3:1][O:2][c:3]1[cH:4][cH:5][c:6]([CH2:7][n:8]2[n:9][c:10](-[c:34]3[n:30]([CH3:29])[cH:31][n:32][cH:33]3)[c:11]3[c:12]2[n:13][cH:14][cH:15][c:16]3[O:17][c:18]2[c:19]([F:25])[cH:20][c:21]([NH2:24])[cH:22][cH:23]2)[cH:27][cH:28]1. Starting materials: C(C)(C)N(C(C1=CC(=C(C=C1)C=O)C)=O)C1CCCCC1 (4-formyl-3-methylbenzoic acid N-isopropyl-N-cyclohexyl amide), COC=1C=C(C=C(C1OC)OC)Br (3,4,5-trimethoxybromobenzene), [Li]CCCC (n-BuLi), OS(=O)(=O)[O-].[K+] (KHSO4). Solvent: C1CCOC1 (THF), C(C)OCC (ethyl ether), C1CCOC1 (THF). Conditions: temperature -8 celsius, time 10 minute. Yields the product C1(CCCCC1)N(C(C1=CC(=C(C=C1)C(C1=CC(=C(C(=C1)OC)OC)OC)O)C)=O)C(C)C (N-cyclohexyl-4-[hydroxy(3,4,5-trimethoxyphenyl)methyl]-3-methyl-N-(1-methylethyl)benzamide). Reaction SMILES: [CH3:1][O:2][C:3]1[CH:4]=[C:5](Br)[CH:6]=[C:7]([O:11][CH3:12])[C:8]=1[O:9][CH3:10].[Li]CCCC.[CH:19]([N:22]([CH:34]1[CH2:39][CH2:38][CH2:37][CH2:36][CH2:35]1)[C:23](=[O:33])[C:24]1[CH:29]=[CH:28][C:27]([CH:30]=[O:31])=[C:26]([CH3:32])[CH:25]=1)([CH3:21])[CH3:20].OS([O-])(=O)=O.[K+]>C(OCC)C.C1COCC1>[CH:34]1([N:22]([CH:19]([CH3:21])[CH3:20])[C:23](=[O:33])[C:24]2[CH:29]=[CH:28][C:27]([CH:30]([OH:31])[C:5]3[CH:4]=[C:3]([O:2][CH3:1])[C:8]([O:9][CH3:10])=[C:7]([O:11][CH3:12])[CH:6]=3)=[C:26]([CH3:32])[CH:25]=2)[CH2:35][CH2:36][CH2:37][CH2:38][CH2:39]1 |f:3.4|. Procedure details: To a stirred, cold (-15° C.) solution Of 3,4,5-trimethoxybromobenzene (965 mg, 3.9 mmol) in ethyl ether (15 ml) is added n-BuLi (3 ml of 1.6 M solution in hexane). The reaction mixture is stirred at -8° C. for 10 min., diluted with THF (5 ml) and warmed to 0° C. After stirring for 5 min., the reaction is cooled to -30° C. and a solution of 4-formyl-3-methylbenzoic acid N-isopropyl-N-cyclohexyl amide (1.12 g, 3.9 mmol) in THF (5 ml) is added. After stirring at -30° C. for 10 min. and warming to r... RXN SMILES: [Cl:1][C:2]1[CH:7]=[CH:6][C:5](B(O)O)=[CH:4][CH:3]=1.[CH3:11][O:12][C:13](=[O:39])[C:14]1[CH:19]=[CH:18][CH:17]=[C:16]([CH2:20][N:21]([C:29](=[O:38])[C:30]#[C:31][CH:32]2[CH2:37][CH2:36][CH2:35][CH2:34][CH2:33]2)[C:22]2[CH:27]=[CH:26][CH:25]=[CH:24][C:23]=2I)[CH:15]=1>>[CH3:11][O:12][C:13](=[O:39])[C:14]1[CH:19]=[CH:18][CH:17]=[C:16]([CH2:20][N:21]2[C:22]3[C:27](=[CH:26][CH:25]=[CH:24][CH:23]=3)/[C:30](=[C:31](\[C:5]3[CH:6]=[CH:7][C:2]([Cl:1])=[CH:3][CH:4]=3)/[CH:32]3[CH2:37][CH2:36][CH2:35][CH2:34][CH2:33]3)/[C:29]2=[O:38])[CH:15]=1. Procedure: The title compound was prepared in analogy to Example 84 starting from 4-chlorophenylboronic acid (commercially available) and 3-{[(3-cyclohexyl-propynoyl)-(2-iodo-phenyl)-amino]-methyl}-benzoic acid methyl ester. 1H NMR (CDCl3, 300 MHz) δppm 8.02 (s, 1H), 7.93 (d, 1H), 7.47-7.51 (m, 13H), 7.39 (t, 1H), 7.10 (d, 2H), 7.01 (t, 1H), 6.59-6.63 (m, 2H), 5.71 (d, 2H), 5.02 (s, 2H), 4.62 (t, 1H), 3.91 (s, 3H), 1.44-1.76 (m, 6H), 1.01-1.18 (m, 4H). Yields the product COC(C1=CC(=CC=C1)CN1C(/C(/C2=CC=CC=C12)=C(\C1CCCCC1)/C1=CC=C(C=C1)Cl)=O)=O (3-{3-[1-(4-Chloro-phenyl)-1-cyclohexyl-meth-(E)-ylidene]-2-oxo-2,3-dihydro-indol-1-ylmethyl}-benzoic acid methyl ester). Reactants: ClC1=CC=C(C=C1)B(O)O (4-chlorophenylboronic acid), COC(C1=CC(=CC=C1)CN(C1=C(C=CC=C1)I)C(C#CC1CCCCC1)=O)=O (3-{[(3-cyclohexyl-propynoyl)-(2-iodo-phenyl)-amino]-methyl}-benzoic acid methyl ester).